Dataset: the Open Reaction Database (ORD), a public repository of structured organic reaction records. Task: describe an organic reaction: reactants, conditions, products, and yield Starting materials: CC(=O)O[BH-](OC(C)=O)OC(C)=O, O=C([O-])O, CO, O=CC1CCCCCCC1, O=C(NC1CC2CCCC(C1)N2)C1c2ccccc2Oc2ccccc21, Cl, [Na+], [Na+]. Yields the product O=C(NC1CC2CCCC(C1)N2CC1CCCCCCC1)C1c2ccccc2Oc2ccccc21. As a reaction SMILES: [C:38]([O:39][BH-:40]([O:41][C:42](=[O:43])[CH3:44])[O:45][C:46](=[O:47])[CH3:48])(=[O:49])[CH3:50].[C:52](=[O:53])([OH:54])[O-:55].[CH3:57][OH:58].[CH:28]1([CH:36]=[O:37])[CH2:29][CH2:30][CH2:31][CH2:32][CH2:33][CH2:34][CH2:35]1.[CH:2]12[CH2:3][CH:4]([NH:11][C:12](=[O:13])[CH:14]3[c:15]4[cH:16][cH:17][cH:18][cH:19][c:20]4[O:21][c:22]4[cH:23][cH:24][cH:25][cH:26][c:27]43)[CH2:5][CH:6]([CH2:7][CH2:8][CH2:9]1)[NH:10]2.[ClH:1].[Na+:51].[Na+:56]>>[CH:2]12[CH2:3][CH:4]([NH:11][C:12](=[O:13])[CH:14]3[c:15]4[cH:16][cH:17][cH:18][cH:19][c:20]4[O:21][c:22]4[cH:23][cH:24][cH:25][cH:26][c:27]43)[CH2:5][CH:6]([CH2:7][CH2:8][CH2:9]1)[N:10]2[CH2:36][CH:28]1[CH2:29][CH2:30][CH2:31][CH2:32][CH2:33][CH2:34][CH2:35]1. The reactants are Br, CCOC(=O)c1c2ccc(Cl)cc2c(-c2ccccc2)n1CCNC(=O)OCc1ccccc1, CC(=O)O. Product: Br, CCOC(=O)c1c2ccc(Cl)cc2c(-c2ccccc2)n1CCN. Reaction SMILES: [BrH:35].[CH2:1]([CH3:2])[O:3][C:4](=[O:5])[c:6]1[n:7]([CH2:22][CH2:23][NH:24][C:25]([O:26][CH2:27][c:28]2[cH:29][cH:30][cH:31][cH:32][cH:33]2)=[O:34])[c:8](-[c:16]2[cH:17][cH:18][cH:19][cH:20][cH:21]2)[c:9]2[cH:10][c:11]([Cl:15])[cH:12][cH:13][c:14]12.[CH3:36][C:37](=[O:38])[OH:39]>>[BrH:35].[CH2:1]([CH3:2])[O:3][C:4](=[O:5])[c:6]1[n:7]([CH2:22][CH2:23][NH2:24])[c:8](-[c:16]2[cH:17][cH:18][cH:19][cH:20][cH:21]2)[c:9]2[cH:10][c:11]([Cl:15])[cH:12][cH:13][c:14]12. Reaction SMILES: [C:34]([Cl:35])([Cl:36])([Cl:37])[Cl:38].[Cl:49][CH:50]([Cl:51])[CH3:52].[I:1][c:2]1[cH:3][c:4]2[c:5](=[O:14])[nH:6][cH:7][n:8][c:9]2[cH:10][c:11]1[O:12][CH3:13].[NH2:39][c:40]1[cH:41][c:42]2[cH:43][cH:44][nH:45][c:46]2[cH:47][cH:48]1.[c:15]1([P:16]([c:17]2[cH:18][cH:19][cH:20][cH:21][cH:22]2)[c:23]2[cH:24][cH:25][cH:26][cH:27][cH:28]2)[cH:29][cH:30][cH:31][cH:32][cH:33]1>>[I:1][c:2]1[cH:3][c:4]2[c:5]([NH:39][c:40]3[cH:41][c:42]4[cH:43][cH:44][nH:45][c:46]4[cH:47][cH:48]3)[n:6][cH:7][n:8][c:9]2[cH:10][c:11]1[O:12][CH3:13]. Yields the product COc1cc2ncnc(Nc3ccc4[nH]ccc4c3)c2cc1I. The reactants are ClC(Cl)(Cl)Cl, CC(Cl)Cl, COc1cc2nc[nH]c(=O)c2cc1I, Nc1ccc2[nH]ccc2c1, c1ccc(P(c2ccccc2)c2ccccc2)cc1. The reactants are FC(C1=C2C(C(NC2=CC(=C1)C#N)=O)(C1=CC=C(C=C1)Cl)NC(CN1CCN(CC1)CC)=O)(F)F (N-[4-Trifluoromethyl-6-cyano-3-(4-chlorophenyl)-2-oxo-2,3-dihydro-1H-indol-3-yl]-2-(4-ethylpiperazin-1-yl)acetamide), [OH-].[K+] (potassium hydroxide). Solvent: CC(C)(C)O (t-BuOH). Yields the product ClC1=CC=C(C=C1)C1(C(NC2=CC(=CC(=C12)C(F)(F)F)C(=O)N)=O)NC(CN1CCN(CC1)CC)=O (3-(4-Chlorophenyl)-3-[2-(4-ethylpiperazin-1-yl)acetylamino]-2-oxo-4-trifluoromethyl-2,3-dihydro-1H-indole-6-carboxamide). Yield: 60.4%. RXN SMILES: [F:1][C:2]([F:35])([F:34])[C:3]1[CH:11]=[C:10]([C:12]#[N:13])[CH:9]=[C:8]2[C:4]=1[C:5]([NH:22][C:23](=[O:33])[CH2:24][N:25]1[CH2:30][CH2:29][N:28]([CH2:31][CH3:32])[CH2:27][CH2:26]1)([C:15]1[CH:20]=[CH:19][C:18]([Cl:21])=[CH:17][CH:16]=1)[C:6](=[O:14])[NH:7]2.[OH-:36].[K+]>CC(O)(C)C>[Cl:21][C:18]1[CH:17]=[CH:16][C:15]([C:5]2([NH:22][C:23](=[O:33])[CH2:24][N:25]3[CH2:26][CH2:27][N:28]([CH2:31][CH3:32])[CH2:29][CH2:30]3)[C:4]3[C:8](=[CH:9][C:10]([C:12]([NH2:13])=[O:36])=[CH:11][C:3]=3[C:2]([F:1])([F:34])[F:35])[NH:7][C:6]2=[O:14])=[CH:20][CH:19]=1 |f:1.2|. Reported procedure: 0.16 g of the product obtained in Example 4, 0.47 g of potassium hydroxide and 7 ml of t-BuOH are placed in a round-bottomed flask equipped with a magnetic stirrer. The mixture is left to react at 50° C. for 5 hours. The resulting mixture is filtered through Celite and washed with THF. The filtrate is evaporated under vacuum and the residue is taken up in ethyl acetate and washed with water. The organic phase is dried over Na2SO4, filtered and evaporated under vacuum. 100 mg of an oil are obtain... Procedure details: POCl3 (14 g, 91 mmol) was added to 10 (2.56 g, 10 mmol) and the mixture was refluxed for 12 h and then cooled to room temperature. The reactants are O=P(Cl)(Cl)Cl (POCl3), OC(CN1N=CC2=C1N=CNC2=O)C2=CC=CC=C2 (1-(2-Hydroxy-2-phenylethyl)-1,5-dihydro-4H-pyrazolo[3,4-d]pyrimidin-4-one). As a reaction SMILES: O=P(Cl)(Cl)[Cl:3].O[CH:7]([C:19]1[CH:24]=[CH:23][CH:22]=[CH:21][CH:20]=1)[CH2:8][N:9]1[C:13]2[N:14]=[CH:15][NH:16][C:17](=O)[C:12]=2[CH:11]=[N:10]1>>[Cl:3][C:17]1[N:16]=[CH:15][N:14]=[C:13]2[N:9]([CH:8]=[CH:7][C:19]3[CH:24]=[CH:23][CH:22]=[CH:21][CH:20]=3)[N:10]=[CH:11][C:12]=12. Product: ClC1=C2C(=NC=N1)N(N=C2)C=CC2=CC=CC=C2 (4-Chloro-1-(2-phenylvinyl)-1H-pyrazolo[3,4-d]pyrimidine). The reactants are C(C=C)N(CC=C)CC1=CC=C(S1)S(=O)(=O)N1CCC(CC1)C(=O)OC (Methyl 1-({5-[(diallylamino)methyl]thien-2-yl}sulfonyl)piperidine-4-carboxylate), CNOC (N,O-dimethylhydroxylamine), C(C)(C)[Mg]Cl (Isopropylmagnesium chloride). Solvent: C1CCOC1 (THF), C1CCOC1 (THF). Yields the product C(C=C)N(CC=C)CC1=CC=C(S1)S(=O)(=O)N1CCC(CC1)C(=O)N(C)OC (1-({5-[(diallylamino)methyl]thien-2-yl}sulfonyl)-N-methoxy-N-methylpiperidine-4-carboxamide). Isolated yield 88.9%. Reaction SMILES: [CH2:1]([N:4]([CH2:8][C:9]1[S:13][C:12]([S:14]([N:17]2[CH2:22][CH2:21][CH:20]([C:23](OC)=[O:24])[CH2:19][CH2:18]2)(=[O:16])=[O:15])=[CH:11][CH:10]=1)[CH2:5][CH:6]=[CH2:7])[CH:2]=[CH2:3].[CH3:27][NH:28][O:29][CH3:30].C([Mg]Cl)(C)C>C1COCC1>[CH2:1]([N:4]([CH2:8][C:9]1[S:13][C:12]([S:14]([N:17]2[CH2:22][CH2:21][CH:20]([C:23]([N:28]([O:29][CH3:30])[CH3:27])=[O:24])[CH2:19][CH2:18]2)(=[O:15])=[O:16])=[CH:11][CH:10]=1)[CH2:5][CH:6]=[CH2:7])[CH:2]=[CH2:3]. Reported procedure: 327a (390 mg, 1 mmol) and N,O-dimethylhydroxylamine (148 mg, 1.52 mmol) were stirred at −20° C. in anhydrous THF, while Isopropylmagnesium chloride in THF (2M, 1.65 mL, 3.23 mmol) were slowly added. The reaction mixture was allowed to warm to r.t. during 30′, followed by an additional stirring at r.t. for 30′. The reaction is quenched with ammoniumchloride solution (20%). The aqueous layer is extracted with t-butylmethylether, and the combined organic layers are washed with brine, dried over MgS... Reactants: [N+](=O)([O-])C1=CC=C(C=C1)S(=O)(=O)N1CCN(CC1)C1=CC(=CC(=C1)CCC)CCC (1-[(p-nitrophenyl)sulfonyl]-4-(3,5-dipropylphenyl)piperazine), [H][H] (hydrogen). Reagents/catalysts: O=[Pt]=O (PtO2). The product is NC1=CC=C(C=C1)S(=O)(=O)N1CCN(CC1)C1=CC(=CC(=C1)CCC)CCC (1-[(p-amino-phenyl)sulfonyl]-4-(3,5-dipropylphenyl)piperazine). RXN SMILES: [N+:1]([C:4]1[CH:9]=[CH:8][C:7]([S:10]([N:13]2[CH2:18][CH2:17][N:16]([C:19]3[CH:24]=[C:23]([CH2:25][CH2:26][CH3:27])[CH:22]=[C:21]([CH2:28][CH2:29][CH3:30])[CH:20]=3)[CH2:15][CH2:14]2)(=[O:12])=[O:11])=[CH:6][CH:5]=1)([O-])=O.[H][H]>O=[Pt]=O>[NH2:1][C:4]1[CH:9]=[CH:8][C:7]([S:10]([N:13]2[CH2:14][CH2:15][N:16]([C:19]3[CH:20]=[C:21]([CH2:28][CH2:29][CH3:30])[CH:22]=[C:23]([CH2:25][CH2:26][CH3:27])[CH:24]=3)[CH2:17][CH2:18]2)(=[O:12])=[O:11])=[CH:6][CH:5]=1. Procedure details: In the manner given in Example 1B, 1-[(p-nitrophenyl)sulfonyl]-4-(3,5-dipropylphenyl)piperazine is reduced with hydrogen over PtO2 to give 1-[(p-amino-phenyl)sulfonyl]-4-(3,5-dipropylphenyl)piperazine.